From a dataset of the Open Reaction Database (ORD), a public repository of structured organic reaction records. describe an organic reaction: reactants, conditions, products, and yield Starting materials: C1=C(C=CC=2C3=CC=CC=C3C=CC12)C(C=CC1=CC=CC=C1)=O (1-(2-phenanthrenyl)-3-phenylprop-2-en-1-one), C(CC(=O)OCC)(=O)OCC (diethyl malonate). Yields the product O=C(CC(C1=CC=CC=C1)C(C(=O)OCC)C(=O)OCC)C1=CC=2C=CC3=CC=CC=C3C2C=C1 (diethyl 2-[3-oxo-3-(2-phenanthrenyl)-1-phenylpropyl]malonate). Reaction SMILES: [CH:1]1[C:14]2[CH:13]=[CH:12][C:11]3[C:6](=[CH:7][CH:8]=[CH:9][CH:10]=3)[C:5]=2[CH:4]=[CH:3][C:2]=1[C:15](=[O:24])[CH:16]=[CH:17][C:18]1[CH:23]=[CH:22][CH:21]=[CH:20][CH:19]=1.[C:25]([O:33][CH2:34][CH3:35])(=[O:32])[CH2:26][C:27]([O:29][CH2:30][CH3:31])=[O:28]>>[O:24]=[C:15]([C:2]1[CH:3]=[CH:4][C:5]2[C:6]3[C:11](=[CH:10][CH:9]=[CH:8][CH:7]=3)[CH:12]=[CH:13][C:14]=2[CH:1]=1)[CH2:16][CH:17]([CH:26]([C:27]([O:29][CH2:30][CH3:31])=[O:28])[C:25]([O:33][CH2:34][CH3:35])=[O:32])[C:18]1[CH:19]=[CH:20][CH:21]=[CH:22][CH:23]=1. Procedure details: By a procedure similar to that of example 1.59.2, starting from 1-(2-phenanthrenyl)-3-phenylprop-2-en-1-one and diethyl malonate, diethyl 2-[3-oxo-3-(2-phenanthrenyl)-1-phenylpropyl]malonate was obtained as colourless solid. Reactants: CN[C@H]1CC[C@H](C2=C1C=CC=C2)C=3C=CC(=C(C3)Cl)Cl (sertraline), C(C)(=O)OCC (ethyl acetate), C(C)(=O)OCC (ethyl acetate), C(C)O (ethanol), C(C)O (ethanol). The solvent is O (water), O (water), O (water). Yields the product CN[C@H]1CC[C@H](C2=C1C=CC=C2)C=3C=CC(=C(C3)Cl)Cl.Cl (Sertraline hydrochloride). As a reaction SMILES: [CH3:1][NH:2][C@@H:3]1[C:8]2[CH:9]=[CH:10][CH:11]=[CH:12][C:7]=2[C@H:6]([C:13]2[CH:14]=[CH:15][C:16]([Cl:20])=[C:17]([Cl:19])[CH:18]=2)[CH2:5][CH2:4]1.C(O)C.C(OCC)(=O)C>O>[CH3:1][NH:2][C@@H:3]1[C:8]2[CH:9]=[CH:10][CH:11]=[CH:12][C:7]=2[C@H:6]([C:13]2[CH:14]=[CH:15][C:16]([Cl:20])=[C:17]([Cl:19])[CH:18]=2)[CH2:5][CH2:4]1.[ClH:19] |f:4.5|. Procedure: Alternatively, sertraline base may be combined with a solvent selected from the group consisting of ethanol, ethanol and water, ethyl acetate, and a mixture of ethyl acetate and water. The solution is heated to about 50–60° C. and water is added. The solvent is partially removed by distillation. Sertraline hydrochloride Form V is isolated by allowing the solution to cool to room temperature, followed by filtration and drying at the precipitate. Starting materials: COCC(=O)Cl, CC1CC(=O)NN=C1c1ccc(N)cc1, C1CCOC1. Yields the product COCC(=O)Nc1ccc(C2=NNC(=O)CC2C)cc1. Reaction SMILES: [CH3:16][O:17][CH2:18][C:19](=[O:20])[Cl:21].[NH2:1][c:2]1[cH:3][cH:4][c:5]([C:8]2=[N:13][NH:12][C:11](=[O:14])[CH2:10][CH:9]2[CH3:15])[cH:6][cH:7]1.[O:22]1[CH2:23][CH2:24][CH2:25][CH2:26]1>>[NH:1]([c:2]1[cH:3][cH:4][c:5]([C:8]2=[N:13][NH:12][C:11](=[O:14])[CH2:10][CH:9]2[CH3:15])[cH:6][cH:7]1)[C:19]([CH2:18][O:17][CH3:16])=[O:20]. Reactants: C1(=CC(=CC=C1)C1(CCC(C2CN(CC12)C(=O)OC=C)=O)C=1C=C(C=CC1)C)C ((3aRS,7aRS)-7,7-bis-(3-tolyl)-2-vinyloxycarbonyl-4-perhydroisoindolone), solution, Cl (hydrochloric acid). The solvent is O1CCOCC1 (dioxane). Reaction conditions: temperature 60 celsius, time 16 hour. The product is Cl.C1(=CC(=CC=C1)C1(CCC(C2CNCC12)=O)C=1C=C(C=CC1)C)C (7,7-bis-(3-Tolyl)-4-perhydroisoindolone hydrochloride). RXN SMILES: [C:1]1([CH3:29])[CH:6]=[CH:5][CH:4]=[C:3]([C:7]2([C:22]3[CH:23]=[C:24]([CH3:28])[CH:25]=[CH:26][CH:27]=3)[CH:15]3[CH:11]([CH2:12][N:13](C(OC=C)=O)[CH2:14]3)[C:10](=[O:21])[CH2:9][CH2:8]2)[CH:2]=1.[ClH:30]>O1CCOCC1>[ClH:30].[C:1]1([CH3:29])[CH:6]=[CH:5][CH:4]=[C:3]([C:7]2([C:22]3[CH:23]=[C:24]([CH3:28])[CH:25]=[CH:26][CH:27]=3)[CH:15]3[CH:11]([CH2:12][NH:13][CH2:14]3)[C:10](=[O:21])[CH2:9][CH2:8]2)[CH:2]=1 |f:3.4|. Procedure details: (3aRS,7aRS)-7,7-bis-(3-tolyl)-2-vinyloxycarbonyl-4-perhydroisoindolone (7.4 g) is treated with a 6N solution (39 cc) of hydrochloric acid in dioxane for 30 minutes at 25° C. The solution is concentrated to dryness under reduced pressure (2.7 kPa) and the residue is taken up in ethanol (100 cc). The solution is heated at 60° C. for 2 hours and stirred for 16 hours at 25° C. and then concentrated to dryness under reduced pressure (2.7 kPa). The residue is solidified using isopropyl ether and the s... The reactants are [Br-], Cc1c(C=O)sc2ncccc12, C[N+]1([O-])CCOCC1, CCC[N+](CCC)(CCC)CCC, CC#N, [Mg+]C1CCCCC1, [Cl-], [NH4+], O=[Ru](=O)(=O)[O-], C1CCOC1. Yields the product Cc1c(C(=O)C2CCCCC2)sc2ncccc12. RXN SMILES: [Br-:13].[CH3:1][c:2]1[c:3]([CH:11]=[O:12])[s:4][c:5]2[n:6][cH:7][cH:8][cH:9][c:10]12.[CH3:23][N+:24]1([O-:25])[CH2:26][CH2:27][O:28][CH2:29][CH2:30]1.[CH3:41][CH2:42][CH2:43][N+:44]([CH2:45][CH2:46][CH3:47])([CH2:48][CH2:49][CH3:50])[CH2:51][CH2:52][CH3:53].[CH3:54][C:55]#[N:56].[CH:14]1([Mg+:20])[CH2:15][CH2:16][CH2:17][CH2:18][CH2:19]1.[Cl-:21].[NH4+:22].[O-:36][Ru:37](=[O:38])(=[O:39])=[O:40].[O:31]1[CH2:32][CH2:33][CH2:34][CH2:35]1>>[CH3:1][c:2]1[c:3]([C:11](=[O:12])[CH:14]2[CH2:15][CH2:16][CH2:17][CH2:18][CH2:19]2)[s:4][c:5]2[n:6][cH:7][cH:8][cH:9][c:10]12. Reaction conditions: time 8 hour. Isolated yield 91.9%. Run in O (water), O1CCCC1 (tetrahydrofuran), CO (methanol). Procedure: Lithium hydroxide (3.38 g, 0.14 mol, 3 eq) in water (50 mL) was added to a stirred solution of benzyl 2-benzyloxy-5-formylbenzoate (16.13 g, 0.046 mol, 1 eq) in a mixture of tetrahydrofuran (200 mL) and methanol (50 mL). The solution was stirred overnight, acidified to pH 1 with 10% HCl, and the organic solvents removed in vacuo. The aqueous solution was extracted with ethyl acetate (200 mL), and the organic solution washed with brine (200 mL), then extracted with saturated aqueous sodium bicarb... RXN SMILES: [OH-].[Li+].[CH2:3]([O:10][C:11]1[CH:26]=[CH:25][C:24]([CH:27]=[O:28])=[CH:23][C:12]=1[C:13]([O:15]CC1C=CC=CC=1)=[O:14])[C:4]1[CH:9]=[CH:8][CH:7]=[CH:6][CH:5]=1.Cl>O.O1CCCC1.CO>[CH2:3]([O:10][C:11]1[CH:26]=[CH:25][C:24]([CH:27]=[O:28])=[CH:23][C:12]=1[C:13]([OH:15])=[O:14])[C:4]1[CH:5]=[CH:6][CH:7]=[CH:8][CH:9]=1 |f:0.1|. The reactants are [OH-].[Li+] (Lithium hydroxide), C(C1=CC=CC=C1)OC1=C(C(=O)OCC2=CC=CC=C2)C=C(C=C1)C=O (benzyl 2-benzyloxy-5-formylbenzoate), Cl (HCl). Product: C(C1=CC=CC=C1)OC1=C(C(=O)O)C=C(C=C1)C=O (2-Benzyloxy-5-formylbenzoic acid). Yields the product Nc1cccc(-c2nn3ccccc3c2-c2ccnc(Nc3ccccc3)n2)c1. Starting materials: C1COCCO1, O=[N+]([O-])c1cccc(-c2nn3ccccc3c2-c2ccnc(Nc3ccccc3)n2)c1, O. As a reaction SMILES: [CH2:32]1[O:33][CH2:34][CH2:35][O:36][CH2:37]1.[N+:1]([O-:2])(=[O:3])[c:4]1[cH:5][c:6](-[c:10]2[n:11][n:12]3[c:13]([cH:14][cH:15][cH:16][cH:17]3)[c:18]2-[c:19]2[n:20][c:21]([NH:25][c:26]3[cH:27][cH:28][cH:29][cH:30][cH:31]3)[n:22][cH:23][cH:24]2)[cH:7][cH:8][cH:9]1.[OH2:38]>>[NH2:1][c:4]1[cH:5][c:6](-[c:10]2[n:11][n:12]3[c:13]([cH:14][cH:15][cH:16][cH:17]3)[c:18]2-[c:19]2[n:20][c:21]([NH:25][c:26]3[cH:27][cH:28][cH:29][cH:30][cH:31]3)[n:22][cH:23][cH:24]2)[cH:7][cH:8][cH:9]1. The reactants are CC=1NC=CN1 (2-methylimidazole), ClC=1N=C(C2=C(N1)SC(=C2)[N+](=O)[O-])NCC2=CC1=C(C=C2)OCO1 (2-chloro-6-nitro-4-(3,4-methylenedioxybenzylamino)-thieno-[2,3-d]-pyrimidine). The product is CC=1N(C=CN1)C=1N=C(C2=C(N1)SC(=C2)[N+](=O)[O-])NCC2=CC1=C(C=C2)OCO1 (2-(2-methylimidazol-1-yl)-6-nitro-4-(3,4-methylenedioxybenzylamino)-thieno-[2,3-d]-pyrimidine). As a reaction SMILES: [CH3:1][C:2]1[NH:3][CH:4]=[CH:5][N:6]=1.Cl[C:8]1[N:9]=[C:10]([NH:20][CH2:21][C:22]2[CH:27]=[CH:26][C:25]3[O:28][CH2:29][O:30][C:24]=3[CH:23]=2)[C:11]2[CH:16]=[C:15]([N+:17]([O-:19])=[O:18])[S:14][C:12]=2[N:13]=1>>[CH3:1][C:2]1[N:3]([C:8]2[N:9]=[C:10]([NH:20][CH2:21][C:22]3[CH:27]=[CH:26][C:25]4[O:28][CH2:29][O:30][C:24]=4[CH:23]=3)[C:11]3[CH:16]=[C:15]([N+:17]([O-:19])=[O:18])[S:14][C:12]=3[N:13]=2)[CH:4]=[CH:5][N:6]=1. Reported procedure: Following the procedure of Example 97, the reaction of 2-methylimidazole with 2-chloro-6-nitro-4-(3,4-methylenedioxybenzylamino)-thieno-[2,3-d]-pyrimidine gives 2-(2-methylimidazol-1-yl)-6-nitro-4-(3,4-methylenedioxybenzylamino)-thieno-[2,3-d]-pyrimidine. As a reaction SMILES: [CH2:16]1[CH2:17][O:18][CH2:19][CH2:20][NH:21]1.[CH3:22][C:23]#[N:24].[Cl:1][c:2]1[n:3][c:4]([Cl:15])[cH:5][c:6](-[c:8]2[cH:9][n:10][c:11]([NH2:14])[n:12][cH:13]2)[n:7]1>>[Cl:1][c:2]1[n:3][c:4]([N:21]2[CH2:16][CH2:17][O:18][CH2:19][CH2:20]2)[cH:5][c:6](-[c:8]2[cH:9][n:10][c:11]([NH2:14])[n:12][cH:13]2)[n:7]1. Starting materials: C1COCCN1, CC#N, Nc1ncc(-c2cc(Cl)nc(Cl)n2)cn1. Product: Nc1ncc(-c2cc(N3CCOCC3)nc(Cl)n2)cn1.